From a dataset of the Open Reaction Database (ORD), a public repository of structured organic reaction records. describe an organic reaction: reactants, conditions, products, and yield Reactants: ClC1=C(C=CC(=C1)Cl)C(=O)C(=O)C1=C(C=C(C=C1)Cl)Cl (2,2',4,4'-tetrachlorobenzil), [N+](=[N-])=C (diazomethane), N(=O)CNC(=O)N (nitrosomethylurea), [OH-].[Na+] (sodium hydroxide). Solvent: O1CCOCC1 (dioxane), CCOCC (ether). Run at time 16 hour. Product: ClC1=C(C(=O)C2(OC2)C2=C(C=C(C=C2)Cl)Cl)C=CC(=C1)Cl (2-(2,4-dichlorobenzoyl)-2-(2,4-dichlorophenyl)oxirane). Reaction SMILES: [N+](=C)=[N-].N(CN[C:8](N)=[O:9])=O.[OH-].[Na+].[Cl:13][C:14]1[CH:19]=[C:18]([Cl:20])[CH:17]=[CH:16][C:15]=1[C:21]([C:23]([C:25]1[CH:30]=[CH:29][C:28]([Cl:31])=[CH:27][C:26]=1[Cl:32])=O)=[O:22]>CCOCC.O1CCOCC1>[Cl:13][C:14]1[CH:19]=[C:18]([Cl:20])[CH:17]=[CH:16][C:15]=1[C:21]([C:23]1([C:25]2[CH:30]=[CH:29][C:28]([Cl:31])=[CH:27][C:26]=2[Cl:32])[CH2:8][O:9]1)=[O:22] |f:2.3|. Procedure: With cooling and stirring, an ethereal diazomethane solution prepared from 3.1 g of nitrosomethylurea and aqueous sodium hydroxide solution in ether is added dropwise to a solution of 3.4 g of 2,2',4,4'-tetrachlorobenzil in 50 ml of dioxane. When the dropwise addition is complete, stirring is continued for 16 hours at room temperature, and the reaction mixture is then concentrated to dryness. The residual oil is crude 2-(2,4-dichlorobenzoyl)-2-(2,4-dichlorophenyl)oxirane which is purified by hig... The reactants are CS(=O)(=O)Cl (methanesulfonyl chloride), N1C=CC=2C1=[N+](C=CC2)[O-] (1H-Pyrrolo[2,3-b]pyridine 7-oxide), [OH-].[Na+] (sodium hydroxide). Run in O (water), CN(C=O)C (N,N-dimethylformamide). Conditions: temperature 73 celsius, time 3 hour. The product is ClC1=C2C(=NC=C1)NC=C2 (4-Chloro-1H-pyrrolo[2,3-b]pyridine). The yield is 82.6%. As a reaction SMILES: [NH:1]1[C:5]2=[N+:6]([O-])[CH:7]=[CH:8][CH:9]=[C:4]2[CH:3]=[CH:2]1.CS([Cl:15])(=O)=O.[OH-].[Na+]>CN(C)C=O.O>[Cl:15][C:9]1[CH:8]=[CH:7][N:6]=[C:5]2[NH:1][CH:2]=[CH:3][C:4]=12 |f:2.3|. Procedure details: 1H-Pyrrolo[2,3-b]pyridine 7-oxide (4.95 g, 36.9 mmol) in N,N-dimethylformamide (10 mL) was heated to 50° C., mixed with methanesulfonyl chloride (8.00 mL, 103 mmol) and stirred at 73° C. for 3 hours. The reaction mixture was cooled with ice and diluted with water (70 mL), neutralized with sodium hydroxide and stirred for 10 minutes under cooling with ice. The precipitated solid was collected by filtration, washed with water and dried under reduced pressure to give the title compound as a reddish...